Dataset: the Open Reaction Database (ORD), a public repository of structured organic reaction records. Task: describe an organic reaction: reactants, conditions, products, and yield The reactants are COCN1C(C)=C(C(=O)OCOC(=O)C(C)(C)C)C(c2cccc([N+](=O)[O-])c2)C(C(=O)OCOC(=O)C(C)(C)C)=C1C, CC(C)OC(C)C, O. The product is COCN1C(C)=C(C(=O)O)C(c2cccc([N+](=O)[O-])c2)C(C(=O)OCOC(=O)C(C)(C)C)=C1C. As a reaction SMILES: [CH3:1][C:2]1=[C:7]([C:8](=[O:9])[O:10][CH2:11][O:12][C:13]([C:14]([CH3:15])([CH3:16])[CH3:17])=[O:18])[CH:6]([c:19]2[cH:20][c:21]([N+:25](=[O:26])[O-:27])[cH:22][cH:23][cH:24]2)[C:5]([C:28](=[O:29])[O:30][CH2:31][O:32][C:33](=[O:34])[C:35]([CH3:36])([CH3:37])[CH3:38])=[C:4]([CH3:39])[N:3]1[CH2:40][O:41][CH3:42].[CH:43]([O:44][CH:45]([CH3:46])[CH3:47])([CH3:48])[CH3:49].[OH2:50]>>[CH3:1][C:2]1=[C:7]([C:8](=[O:9])[O:10][CH2:11][O:12][C:13]([C:14]([CH3:15])([CH3:16])[CH3:17])=[O:18])[CH:6]([c:19]2[cH:20][c:21]([N+:25](=[O:26])[O-:27])[cH:22][cH:23][cH:24]2)[C:5]([C:28](=[O:29])[OH:30])=[C:4]([CH3:39])[N:3]1[CH2:40][O:41][CH3:42]. Reactants: CO, O=C(O)C(C(=O)O)c1ccccc1. The product is COC(=O)C(C(=O)O)c1ccccc1. RXN SMILES: [CH3:14][OH:15].[c:1]1([CH:7]([C:8](=[O:9])[OH:10])[C:11](=[O:12])[OH:13])[cH:2][cH:3][cH:4][cH:5][cH:6]1>>[c:1]1([CH:7]([C:8](=[O:9])[O:10][CH3:14])[C:11](=[O:12])[OH:13])[cH:2][cH:3][cH:4][cH:5][cH:6]1. The reactants are CCOC(C)=O, CO, O=CC=Cc1ccc(Cl)cc1, NCCNS(=O)(=O)c1cccc2cnccc12. The product is O=S(=O)(NCCNCC=Cc1ccc(Cl)cc1)c1cccc2cnccc12. As a reaction SMILES: [CH3:29][CH2:30][O:31][C:32](=[O:33])[CH3:34].[CH3:35][OH:36].[Cl:18][c:19]1[cH:20][cH:21][c:22]([CH:23]=[CH:24][CH:25]=[O:26])[cH:27][cH:28]1.[NH2:1][CH2:2][CH2:3][NH:4][S:5](=[O:6])(=[O:7])[c:8]1[c:9]2[cH:10][cH:11][n:12][cH:13][c:14]2[cH:15][cH:16][cH:17]1>>[NH:1]([CH2:2][CH2:3][NH:4][S:5](=[O:6])(=[O:7])[c:8]1[c:9]2[cH:10][cH:11][n:12][cH:13][c:14]2[cH:15][cH:16][cH:17]1)[CH2:25][CH:24]=[CH:23][c:22]1[cH:21][cH:20][c:19]([Cl:18])[cH:28][cH:27]1. Reactants: [Al+3], CCOCC, C1CCOC1, CCCCCC, Cc1ccc2c(c1)OCC(c1ccccc1)N2N=O, [H-], [H-], [H-], [H-], [Li+]. Yields the product Cc1ccc2c(c1)OCC(c1ccccc1)N2N. As a reaction SMILES: [Al+3:2].[CH2:26]([O:27][CH2:28][CH3:29])[CH3:30].[CH2:31]1[O:32][CH2:33][CH2:34][CH2:35]1.[CH3:36][CH2:37][CH2:38][CH2:39][CH2:40][CH3:41].[CH3:7][c:8]1[cH:9][c:10]2[c:11]([cH:24][cH:25]1)[N:12]([N:22]=[O:23])[CH:13]([c:16]1[cH:17][cH:18][cH:19][cH:20][cH:21]1)[CH2:14][O:15]2.[H-:1].[H-:4].[H-:5].[H-:6].[Li+:3]>>[CH3:7][c:8]1[cH:9][c:10]2[c:11]([cH:24][cH:25]1)[N:12]([NH2:22])[CH:13]([c:16]1[cH:17][cH:18][cH:19][cH:20][cH:21]1)[CH2:14][O:15]2. Starting materials: BrB(Br)Br, O=C([O-])O, COc1ccc(CCCS(=O)(=O)c2ccc(S(N)(=O)=O)s2)cc1, ClCCl, O. Product: NS(=O)(=O)c1ccc(S(=O)(=O)CCCc2ccc(O)cc2)s1. RXN SMILES: [B:24]([Br:25])([Br:26])[Br:27].[C:29](=[O:30])([OH:31])[O-:32].[CH3:1][O:2][c:3]1[cH:4][cH:5][c:6]([CH2:9][CH2:10][CH2:11][S:12](=[O:13])(=[O:14])[c:15]2[cH:16][cH:17][c:18]([S:20](=[O:21])(=[O:22])[NH2:23])[s:19]2)[cH:7][cH:8]1.[Cl:33][CH2:34][Cl:35].[OH2:28]>>[OH:2][c:3]1[cH:4][cH:5][c:6]([CH2:9][CH2:10][CH2:11][S:12](=[O:13])(=[O:14])[c:15]2[cH:16][cH:17][c:18]([S:20](=[O:21])(=[O:22])[NH2:23])[s:19]2)[cH:7][cH:8]1. The reactants are tetrakis-triphenylphosphane palladium, BrC=1C=CC(=NC1)C#CCCC1=CC=C(C=C1)CN1CCCC1 (5-bromo-2-[4-(4-pyrrolidin-1-ylmethyl-phenyl)-but-1-ynyl]-pyridine), ClC1=C(C=CC(=C1)Cl)OB(O)O (2,4-dichlorophenylboric acid). Solvent: O1CCOCC1 (1,4-dioxane), C(=O)([O-])[O-].[Na+].[Na+] (Na2CO3). Run at temperature 110 celsius, time 1 hour. Product: ClC1=C(C=CC(=C1)Cl)C=1C=CC(=NC1)C#CCCC1=CC=C(C=C1)CN1CCCC1 (5-(2,4-dichloro-phenyl)-2-[4-(4-pyrrolidin-1-ylmethyl-phenyl)-but-1-ynyl]-pyridine). As a reaction SMILES: Br[C:2]1[CH:3]=[CH:4][C:5]([C:8]#[C:9][CH2:10][CH2:11][C:12]2[CH:17]=[CH:16][C:15]([CH2:18][N:19]3[CH2:23][CH2:22][CH2:21][CH2:20]3)=[CH:14][CH:13]=2)=[N:6][CH:7]=1.[Cl:24][C:25]1[CH:30]=[C:29]([Cl:31])[CH:28]=[CH:27][C:26]=1OB(O)O>O1CCOCC1.C([O-])([O-])=O.[Na+].[Na+]>[Cl:24][C:25]1[CH:30]=[C:29]([Cl:31])[CH:28]=[CH:27][C:26]=1[C:2]1[CH:3]=[CH:4][C:5]([C:8]#[C:9][CH2:10][CH2:11][C:12]2[CH:17]=[CH:16][C:15]([CH2:18][N:19]3[CH2:23][CH2:22][CH2:21][CH2:20]3)=[CH:14][CH:13]=2)=[N:6][CH:7]=1 |f:3.4.5|. Procedure: 10 mg (0.01 mmol) tetrakis-triphenylphosphane-palladium are added to a suspension of 60 mg (0.16 mmol) 5-bromo-2-[4-(4-pyrrolidin-1-ylmethyl-phenyl)-but-1-ynyl]-pyridine and 63 mg (0.32 mmol) 2,4-dichlorophenylboric acid in 4 mL 1,4-dioxane and 1 mL 2 M Na2CO3 solution and the reaction mixture is stirred for 1 h at 110° C. The mixture is evaporated down i.vac. and the residue is extracted twice with in each case 15 mL EtOH. The solvent is removed and the residue is purified by HPLC. Starting materials: N (ammonia), resultant solution, C(C1=CC=CC=C1)ON1C(CCCC1)C(=O)O (N-benzyloxypiperidine-2-carboxylic acid), ON1N=NC2=C1C=CC=C2 (1-hydroxybenzotriazole), Cl.CN(CCCN=C=NCC)C (1-(3-dimethylaminopropyl)-3-ethylcarbodiimide hydrochloride). Solvent: C(C)N(CC)CC (triethylamine), C(Cl)Cl (methylene chloride). Conditions: time 3 day. The product is N1C(CCCC1)C(=O)N (Piperidine-2-carboxamide). Isolated yield 89.0%. Reaction SMILES: C(O[N:9]1[CH2:14][CH2:13][CH2:12][CH2:11][CH:10]1[C:15]([OH:17])=O)C1C=CC=CC=1.O[N:19]1C2C=CC=CC=2N=N1.Cl.CN(C)CCCN=C=NCC.N>C(Cl)Cl.C(N(CC)CC)C>[NH:9]1[CH2:14][CH2:13][CH2:12][CH2:11][CH:10]1[C:15]([NH2:19])=[O:17] |f:2.3|. Procedure: N-benzyloxypiperidine-2-carboxylic acid (2.0 g), 1-hydroxybenzotriazole (1.6 g), and 1-(3-dimethylaminopropyl)-3-ethylcarbodiimide hydrochloride (2.3 g) were dissolved in methylene chloride (20 mL). Concentrated aqueous ammonia (3 mL) and triethylamine (2 mL) were added to the resultant solution at room temperature, followed by stirring for 3 days. The reaction mixture was partitioned between water and methylene chloride. The organic layer was dried over magnesium sulfate anhydrate, followed by ...